From a dataset of the Open Reaction Database (ORD), a public repository of structured organic reaction records. describe an organic reaction: reactants, conditions, products, and yield Starting materials: COCCO (2-methoxyethanol), [H-].[Na+] (sodium hydride), BrC1=NC=C(C=C1)Br (2,5-dibromopyridine). Solvent: C1CCOC1 (THF). Product: BrC=1C=CC(=NC1)OCCOC (5-Bromo-2-(2-methoxyethoxy)pyridine). As a reaction SMILES: [CH3:1][O:2][CH2:3][CH2:4][OH:5].[H-].[Na+].Br[C:9]1[CH:14]=[CH:13][C:12]([Br:15])=[CH:11][N:10]=1>C1COCC1>[Br:15][C:12]1[CH:13]=[CH:14][C:9]([O:5][CH2:4][CH2:3][O:2][CH3:1])=[N:10][CH:11]=1 |f:1.2|. Procedure details: 0.25 mL 2-methoxyethanol (3.17 mmol) are added to a mixture of 80 mg (3.17 mmol) sodium hydride in 5 mL THF. The reaction mixture is stirred at r.t. for 10 min before 500 mg (2.11 mmol) 2,5-dibromopyridine are added. After 5 h at 75° C. the reaction mixture is diluted with half sat.aq. NaHCO3 solution and extracted with EtOAc. The organic layer is dried with MgSO4 and the solvent is removed in vacuo. The crude product is purified by column chromatography (silica gel, PE/EtOAc 85/15). Reactants: ice water, BrC(C(=O)Br)C (2-bromopropionyl bromide), S1C(NC2=C1C=CC=C2)=O (2-benzothiazolinone), [Cl-].[Al+3].[Cl-].[Cl-] (aluminum chloride). Run in C(=S)=S (carbon disulfide). Product: BrC(C(=O)C=1C=CC2=C(NC(S2)=O)C1)C (5-(2-bromopropionyl)-2-benzothiazolinone). Isolated yield 85.3%. RXN SMILES: [Cl-].[Al+3].[Cl-].[Cl-].[Br:5][CH:6]([CH3:10])[C:7](Br)=[O:8].[S:11]1[C:15]2[CH:16]=[CH:17][CH:18]=[CH:19][C:14]=2[NH:13][C:12]1=[O:20]>C(=S)=S>[Br:5][CH:6]([CH3:10])[C:7]([C:18]1[CH:17]=[CH:16][C:15]2[S:11][C:12](=[O:20])[NH:13][C:14]=2[CH:19]=1)=[O:8] |f:0.1.2.3|. Procedure: To a suspension of aluminum chloride (91.8 g) in carbon disulfide (200 ml) was added 2-bromopropionyl bromide (50 g) and 2-benzothiazolinone (20 g) and the resulting solution was refluxed for 6 hours with stirring. The reaction mixture was poured into ice-water and extracted with ethyl acetate. The extract was washed with brine and dried over magnesium sulfate. The solvent was removed in vacuo to give a residue, which was washed with diisopropyl ether and recrystallized from a mixture of ethyl a... Starting materials: [Na] (Sodium), C(C=C)O (allyl alcohol), BrC1=CC=NC2=CC=C(C=C12)OC (4-bromo-6-methoxy-quinoline), ClCCl (dichloromethane). Run in CO (methanol). Conditions: temperature 0 celsius, time 30 minute. Product: C(C=C)OC1=CC=NC2=CC=C(C=C12)OC (4-allyloxy-6-methoxy-quinoline). Isolated yield 73.7%. Reaction SMILES: [Na].[CH2:2]([OH:5])[CH:3]=[CH2:4].Br[C:7]1[C:16]2[C:11](=[CH:12][CH:13]=[C:14]([O:17][CH3:18])[CH:15]=2)[N:10]=[CH:9][CH:8]=1.ClCCl>CO>[CH2:2]([O:5][C:7]1[C:16]2[C:11](=[CH:12][CH:13]=[C:14]([O:17][CH3:18])[CH:15]=2)[N:10]=[CH:9][CH:8]=1)[CH:3]=[CH2:4] |^1:0|. Procedure: Sodium (1.22 g, 52.9 mmol, 2.1 eq) is added portionwise at 0° C. to a stirred solution of allyl alcohol (117.1 g, 201.6 mmol, 80.0 eq). After 30 minutes stirring at 0° C., 4-bromo-6-methoxy-quinoline (6.0 g, 25.2 mmol, 1.0 eq) is added to the reaction mixture that is heated under reflux for 5 hours. The reaction mixture is then cooled down to room temperature, and filtered. The filtrate is evaporated under reduced pressure to give a residue that is extracted with ethyl acetate (3×100 mL) and wat... The reactants are O=C(n1ccnc1)n1ccnc1, NCCC1CCCCC1, CCN(C(C)C)C(C)C, ClCCl, Cl, O=C(O)c1cccnc1SCCS(=O)(=O)c1ccccc1. Yields the product O=C(NCCC1CCCCC1)c1cccnc1SCCS(=O)(=O)c1ccccc1. Reaction SMILES: [C:1]([n:2]1[cH:3][cH:4][n:5][cH:6]1)([n:7]1[cH:8][cH:9][n:10][cH:11]1)=[O:12].[CH:35]1([CH2:41][CH2:42][NH2:43])[CH2:36][CH2:37][CH2:38][CH2:39][CH2:40]1.[CH:44]([N:45]([CH:46]([CH3:47])[CH3:48])[CH2:49][CH3:50])([CH3:51])[CH3:52].[Cl:53][CH2:54][Cl:55].[ClH:34].[c:13]1([S:19](=[O:20])(=[O:21])[CH2:22][CH2:23][S:24][c:25]2[c:26]([C:27](=[O:28])[OH:29])[cH:30][cH:31][cH:32][n:33]2)[cH:14][cH:15][cH:16][cH:17][cH:18]1>>[c:13]1([S:19](=[O:20])(=[O:21])[CH2:22][CH2:23][S:24][c:25]2[c:26]([C:27](=[O:29])[NH:43][CH2:42][CH2:41][CH:35]3[CH2:36][CH2:37][CH2:38][CH2:39][CH2:40]3)[cH:30][cH:31][cH:32][n:33]2)[cH:14][cH:15][cH:16][cH:17][cH:18]1. Starting materials: CC(C)(C)n1nnc(C2CCN(C3CNC(C(=O)N4CCSC4)C3)CC2)n1, N#CC1CCN(C(=O)OCc2ccccc2)CC1, CC(=O)Cl, CCO, ClC(Cl)Cl, Cl, Cl. Yields the product CCOC(=N)C1CCN(C(=O)OCc2ccccc2)CC1, Cl. Reaction SMILES: [C:28]([n:29]1[n:30][n:31][c:32]([CH:33]2[CH2:34][CH2:35][N:36]([CH:37]3[CH2:38][NH:39][CH:40]([C:41]([N:42]4[CH2:43][CH2:44][S:45][CH2:46]4)=[O:47])[CH2:48]3)[CH2:49][CH2:50]2)[n:51]1)([CH3:52])([CH3:53])[CH3:54].[CH2:8]([c:9]1[cH:10][cH:11][cH:12][cH:13][cH:14]1)[O:15][C:16](=[O:17])[N:18]1[CH2:19][CH2:20][CH:21]([C:24]#[N:25])[CH2:22][CH2:23]1.[CH3:1][C:2]([Cl:3])=[O:4].[CH3:5][CH2:6][OH:7].[CH:55]([Cl:56])([Cl:57])[Cl:58].[ClH:26].[ClH:27]>>[CH3:1][CH2:2][O:4][C:24]([CH:21]1[CH2:20][CH2:19][N:18]([C:16]([O:15][CH2:8][c:9]2[cH:10][cH:11][cH:12][cH:13][cH:14]2)=[O:17])[CH2:23][CH2:22]1)=[NH:25].[ClH:3]. Starting materials: C(C)OC=1C=C(C=O)C=CC1OCOCCOC (3-ethoxy-4-methoxyethoxymethoxybenzaldehyde), COC=1C=C(CC#N)C=CC1OC (3,4-dimethoxybenzyl cyanide). The product is COC=1C=C(C=CC1OC)/C(/C#N)=C/C1=CC(=C(C=C1)O)OCC ((Z)-2-(3,4-dimethoxy-phenyl)-3-(3-ethoxy-4-hydroxy-phenyl)-acrylonitrile). Yield: 37.7%. As a reaction SMILES: [CH2:1]([O:3][C:4]1[CH:5]=[C:6]([CH:9]=[CH:10][C:11]=1[O:12]COCCOC)[CH:7]=O)[CH3:2].[CH3:19][O:20][C:21]1[CH:22]=[C:23]([CH:27]=[CH:28][C:29]=1[O:30][CH3:31])[CH2:24][C:25]#[N:26]>>[CH3:19][O:20][C:21]1[CH:22]=[C:23](/[C:24](=[CH:7]/[C:6]2[CH:9]=[CH:10][C:11]([OH:12])=[C:4]([O:3][CH2:1][CH3:2])[CH:5]=2)/[C:25]#[N:26])[CH:27]=[CH:28][C:29]=1[O:30][CH3:31]. Procedure details: The hydroxyl group of 3-ethoxy-4-hydroxybenzaldehyde (2.0 g) was protected by use of 2-methoxyethoxymethyl chloride (1.5 g) in accordance with (production process 1), to thereby produce 3-ethoxy-4-methoxyethoxymethoxybenzaldehyde (2.8 g, yield: 91%). The thus-produced 3-ethoxy-4-methoxyethoxymethoxybenzaldehyde (2.8 g) and 3,4-dimethoxybenzyl cyanide (2.0 g) were subjected to condensation in accordance with process A of (production process 2), to thereby yield an MEM form of the target product. ... The reactants are COC(=O)Cc1cn(Cc2ccc3oc(-c4nc(C(C)(C)C)cs4)cc3c2)c2ccc(OCCCC(=O)OCc3ccccc3)cc12, CO, C1CCOC1. Product: COC(=O)Cc1cn(Cc2ccc3oc(-c4nc(C(C)(C)C)cs4)cc3c2)c2ccc(OCCCC(=O)O)cc12. Reaction SMILES: [CH2:1]([c:2]1[cH:3][cH:4][cH:5][cH:6][cH:7]1)[O:8][C:9](=[O:10])[CH2:11][CH2:12][CH2:13][O:14][c:15]1[cH:16][c:17]2[c:18]([CH2:43][C:44](=[O:45])[O:46][CH3:47])[cH:19][n:20]([CH2:24][c:25]3[cH:26][cH:27][c:28]4[c:29]([cH:30][c:31](-[c:33]5[s:34][cH:35][c:36]([C:38]([CH3:39])([CH3:40])[CH3:41])[n:37]5)[o:32]4)[cH:42]3)[c:21]2[cH:22][cH:23]1.[CH3:53][OH:54].[O:48]1[CH2:49][CH2:50][CH2:51][CH2:52]1>>[O:8]=[C:9]([OH:10])[CH2:11][CH2:12][CH2:13][O:14][c:15]1[cH:16][c:17]2[c:18]([CH2:43][C:44](=[O:45])[O:46][CH3:47])[cH:19][n:20]([CH2:24][c:25]3[cH:26][cH:27][c:28]4[c:29]([cH:30][c:31](-[c:33]5[s:34][cH:35][c:36]([C:38]([CH3:39])([CH3:40])[CH3:41])[n:37]5)[o:32]4)[cH:42]3)[c:21]2[cH:22][cH:23]1. Reactants: ClC1=NC=C(C(=C1)C)[N+](=O)[O-] (2-Chloro-4-methyl-5-nitropyridine), C(CN)N (ethylenediamine). Solvent: C(C)#N (acetonitrile), C(C)#N (acetonitrile). Run at time 8 hour. The product is NCCNC1=NC=C(C(=C1)C)[N+](=O)[O-] ((2-aminoethyl)(4-methyl-5-nitro(2-pyridyl))amine). Reaction SMILES: Cl[C:2]1[CH:7]=[C:6]([CH3:8])[C:5]([N+:9]([O-:11])=[O:10])=[CH:4][N:3]=1.[CH2:12]([NH2:15])[CH2:13][NH2:14]>C(#N)C>[NH2:14][CH2:13][CH2:12][NH:15][C:2]1[CH:7]=[C:6]([CH3:8])[C:5]([N+:9]([O-:11])=[O:10])=[CH:4][N:3]=1. Reported procedure: 2-Chloro-4-methyl-5-nitropyridine (2.0 g, 11.5 mmol) in acetonitrile (10 ml) was added dropwise to ethylenediamine (2.5 ml) in acetonitrile (10 ml). The mixture was stirred overnight at room temperature. The solvent was removed by rotary evaporation and the residue was partitioned between dichloromethane and 2.5 M aqueous sodium hydroxide. The aqueous layer was further extracted 4 times with dichloromethane. The combined organic layers were washed with a saturated sodium chloride solution, dried... Reactants: COCCOC, O=C(O)c1ccnc(Cl)n1, OB(O)c1ccc(C(F)(F)F)cc1, [K+], [K+], [K+], O, O=P([O-])([O-])[O-], c1ccc(P(c2ccccc2)(c2ccccc2)[Pd](P(c2ccccc2)(c2ccccc2)c2ccccc2)(P(c2ccccc2)(c2ccccc2)c2ccccc2)P(c2ccccc2)(c2ccccc2)c2ccccc2)cc1. Yields the product O=C(O)c1ccnc(-c2ccc(C(F)(F)F)cc2)n1. RXN SMILES: [CH3:32][O:33][CH2:34][CH2:35][O:36][CH3:37].[Cl:1][c:2]1[n:3][cH:4][cH:5][c:6]([C:8](=[O:9])[OH:10])[n:7]1.[F:11][C:12]([c:13]1[cH:14][cH:15][c:16]([B:19]([OH:20])[OH:21])[cH:17][cH:18]1)([F:22])[F:23].[K+:29].[K+:30].[K+:31].[OH2:115].[P:24]([O-:25])([O-:26])([O-:27])=[O:28].[cH:38]1[cH:39][cH:40][c:41]([P:42]([Pd:43]([P:44]([c:45]2[cH:46][cH:47][cH:48][cH:49][cH:50]2)([c:51]2[cH:52][cH:53][cH:54][cH:55][cH:56]2)[c:57]2[cH:58][cH:59][cH:60][cH:61][cH:62]2)([P:63]([c:64]2[cH:65][cH:66][cH:67][cH:68][cH:69]2)([c:70]2[cH:71][cH:72][cH:73][cH:74][cH:75]2)[c:76]2[cH:77][cH:78][cH:79][cH:80][cH:81]2)[P:82]([c:83]2[cH:84][cH:85][cH:86][cH:87][cH:88]2)([c:89]2[cH:90][cH:91][cH:92][cH:93][cH:94]2)[c:95]2[cH:96][cH:97][cH:98][cH:99][cH:100]2)([c:101]2[cH:102][cH:103][cH:104][cH:105][cH:106]2)[c:107]2[cH:108][cH:109][cH:110][cH:111][cH:112]2)[cH:113][cH:114]1>>[c:2]1(-[c:16]2[cH:15][cH:14][c:13]([C:12]([F:11])([F:22])[F:23])[cH:18][cH:17]2)[n:3][cH:4][cH:5][c:6]([C:8](=[O:9])[OH:10])[n:7]1.